This data is from the Open Reaction Database (ORD), a public repository of structured organic reaction records. The task is: describe an organic reaction: reactants, conditions, products, and yield The reactants are COc1c(C)c(Cc2ccc(O)c(C(=O)N3CCCCC3)c2)c(OC)c(OC)c1OC, [Na+], [OH-], c1ccc(P(c2ccccc2)c2ccccc2)cc1, c1ccccc1, OCc1cccnc1. Product: COc1c(C)c(Cc2ccc(OCc3cccnc3)c(C(=O)N3CCCCC3)c2)c(OC)c(OC)c1OC. As a reaction SMILES: [CH3:28][O:29][c:30]1[c:31]([CH3:58])[c:32]([CH2:33][c:34]2[cH:35][cH:36][c:37]([OH:48])[c:38]([C:39](=[O:40])[N:41]3[CH2:42][CH2:43][CH2:44][CH2:45][CH2:46]3)[cH:47]2)[c:49]([O:56][CH3:57])[c:50]([O:54][CH3:55])[c:51]1[O:52][CH3:53].[Na+:60].[OH-:59].[c:9]1([P:10]([c:11]2[cH:12][cH:13][cH:14][cH:15][cH:16]2)[c:17]2[cH:18][cH:19][cH:20][cH:21][cH:22]2)[cH:23][cH:24][cH:25][cH:26][cH:27]1.[cH:61]1[cH:62][cH:63][cH:64][cH:65][cH:66]1.[n:1]1[cH:2][c:3]([CH2:7][OH:8])[cH:4][cH:5][cH:6]1>>[n:1]1[cH:2][c:3]([CH2:7][O:8][c:37]2[cH:36][cH:35][c:34]([CH2:33][c:32]3[c:31]([CH3:58])[c:30]([O:29][CH3:28])[c:51]([O:52][CH3:53])[c:50]([O:54][CH3:55])[c:49]3[O:56][CH3:57])[cH:47][c:38]2[C:39](=[O:40])[N:41]2[CH2:42][CH2:43][CH2:44][CH2:45][CH2:46]2)[cH:4][cH:5][cH:6]1. Reactants: imine, COC(=O)C=1N(C=C(C1)Br)N (1-amino-4-bromo-1H-pyrrole-2-carboxylic acid methyl ester), FC(C1=CC=C(C=O)C=C1)(F)F (4-trifluoromethylbenzaldehyde). Yields the product COC(=O)C=1N(C=C(C1)Br)N=CC1=CC=C(C=C1)C(F)(F)F (4-Bromo-1-[(4-trifluoromethyl-benzylidene)-amino]-1H-pyrrole-2-carboxylic acid methyl ester). As a reaction SMILES: [CH3:1][O:2][C:3]([C:5]1[N:6]([NH2:11])[CH:7]=[C:8]([Br:10])[CH:9]=1)=[O:4].[F:12][C:13]([F:23])([F:22])[C:14]1[CH:21]=[CH:20][C:17]([CH:18]=O)=[CH:16][CH:15]=1>>[CH3:1][O:2][C:3]([C:5]1[N:6]([N:11]=[CH:18][C:17]2[CH:16]=[CH:15][C:14]([C:13]([F:12])([F:22])[F:23])=[CH:21][CH:20]=2)[CH:7]=[C:8]([Br:10])[CH:9]=1)=[O:4]. Procedure: Prepared according to the imine formation condition used in Example 18 step b) from 1-amino-4-bromo-1H-pyrrole-2-carboxylic acid methyl ester and 4-trifluoromethylbenzaldehyde. 1H NMR (CDCl3, δ in ppm): 8.44 (s, 1H), 7.96 (d, 2H, J=7.8 Hz), 7.70 (d, 2H, J=7.8 Hz), 7.27 (d, 1H, J=1.8 Hz), 6.99 (d, 1H, J=1.6 Hz), 3.85 (s, 3H). Starting materials: NC=1C=C(C(=O)OC)C=C(C1Cl)OC (Methyl 3-amino-4-chloro-5-methoxybenzoate), N(=O)OC(C)(C)C (tert-butyl nitrite), C(=O)(O)[O-].[Na+] (NaHCO3), N (ammonia), Cl (HCl). Reagents/catalysts: [Cu](Cl)Cl (copper (II) chloride). Run in CC#N (MeCN), CC#N (MeCN). Reaction conditions: temperature 65 celsius. Yields the product ClC=1C=C(C(=O)OC)C=C(C1Cl)OC (Methyl 3,4-dichloro-5-methoxybenzoate). The yield is 79.0%. RXN SMILES: N(OC(C)(C)C)=O.N[C:9]1[CH:10]=[C:11]([CH:16]=[C:17]([O:20][CH3:21])[C:18]=1[Cl:19])[C:12]([O:14][CH3:15])=[O:13].[ClH:22].C([O-])(O)=O.[Na+].N>CC#N.[Cu](Cl)Cl>[Cl:22][C:9]1[CH:10]=[C:11]([CH:16]=[C:17]([O:20][CH3:21])[C:18]=1[Cl:19])[C:12]([O:14][CH3:15])=[O:13] |f:3.4|. Reported procedure: A suspension of copper (II) chloride (0.97 g, 7.2 mmol) and tert-butyl nitrite (1.07 mL, 9.04 mmol) in anhydrous MeCN (5 mL) was warmed to 65° C. A solution of methyl 3-amino-4-chloro-5-methoxybenzoate (4) (1.3 g, 6.0 mmol) in anhydrous MeCN (3 mL) was added dropwise. Once the addition was complete the mixture was allowed to cool to RT and poured on to 1M HCl (15 mL). The acidic mixture was neutralized with satd. NaHCO3 solution and aq. ammonia (35%, 5 mL) was added. The product was extracted wi...